Task: describe an organic reaction: reactants, conditions, products, and yield. Dataset: the Open Reaction Database (ORD), a public repository of structured organic reaction records Starting materials: C12(CC3CC(CC(C1)C3)C2)CO (1-adamantanemethanol), IC=1C=NNC1 (4-iodopyrazole), CC1=NNC(=C1B1OC(C(O1)(C)C)(C)C)C (3,5-dimethyl-4-(4,4,5,5-tetramethyl-1,3,2-dioxaborolan-2-yl)-1H-pyrazole). The product is C12C(C3CC(CC(C1)C3)C2)CN2N=CC(=C2)I (1-(tricyclo[3.3.1.13,7]dec-2-ylmethyl)-4-iodo-1H-pyrazole). As a reaction SMILES: [C:1]12(CO)[CH2:10][CH:5]3[CH2:6][CH:7]([CH2:9][CH:3]([CH2:4]3)[CH2:2]1)[CH2:8]2.[I:13][C:14]1[CH:15]=[N:16][NH:17][CH:18]=1.[CH3:19]C1C(B2OC(C)(C)C(C)(C)O2)=C(C)NN=1>>[CH:1]12[CH2:2][CH:3]3[CH2:4][CH:5]([CH2:6][CH:7]([CH2:9]3)[CH:8]1[CH2:19][N:16]1[CH:15]=[C:14]([I:13])[CH:18]=[N:17]1)[CH2:10]2. Procedure details: The title compound was prepared by substituting EXAMPLE 10A for 1-adamantanemethanol and 4-iodopyrazole for 3,5-dimethyl-4-(4,4,5,5-tetramethyl-1,3,2-dioxaborolan-2-yl)-1H-pyrazole in EXAMPLE 2A. Starting materials: CCCBr, COC(=O)c1cc(C)cc(C)c1NS(=O)(=O)c1ccc(OC)cc1, CCOC(C)=O. The product is CCCN(c1c(C)cc(C)cc1C(=O)OC)S(=O)(=O)c1ccc(OC)cc1. RXN SMILES: [Br:25][CH2:26][CH2:27][CH3:28].[CH3:1][O:2][C:3]([c:4]1[c:5]([NH:12][S:13](=[O:14])(=[O:15])[c:16]2[cH:17][cH:18][c:19]([O:22][CH3:23])[cH:20][cH:21]2)[c:6]([CH3:11])[cH:7][c:8]([CH3:10])[cH:9]1)=[O:24].[CH3:29][CH2:30][O:31][C:32]([CH3:33])=[O:34]>>[CH3:1][O:2][C:3]([c:4]1[c:5]([N:12]([S:13](=[O:14])(=[O:15])[c:16]2[cH:17][cH:18][c:19]([O:22][CH3:23])[cH:20][cH:21]2)[CH2:26][CH2:27][CH3:28])[c:6]([CH3:11])[cH:7][c:8]([CH3:10])[cH:9]1)=[O:24]. Starting materials: CSC1=C(C=CC(=C1)[N+](=O)[O-])CC(=O)O ([2-(methylsulfanyl)-4-nitrophenyl]acetic acid), FeSO4.7H2O. Solvent: O (water), N.O (NH3.H2O), O (water), N.O (NH3.H2O). Reaction conditions: time 8 hour. Yields the product NC1=CC(=C(C=C1)CC(=O)O)SC ([4-amino-2-(methylsulfanyl)phenyl]acetic acid). Reaction SMILES: [CH3:1][S:2][C:3]1[CH:8]=[C:7]([N+:9]([O-])=O)[CH:6]=[CH:5][C:4]=1[CH2:12][C:13]([OH:15])=[O:14]>O.N.O>[NH2:9][C:7]1[CH:6]=[CH:5][C:4]([CH2:12][C:13]([OH:15])=[O:14])=[C:3]([S:2][CH3:1])[CH:8]=1 |f:2.3|. Procedure details: A solution of [2-(methylsulfanyl)-4-nitrophenyl]acetic acid (230 mg, 1.0 mmol) in 10 mL of water and 0.6 mL of NH3.H2O was added a solution of FeSO4.7H2O (2.25 g, 8.1 mmol) in 10 mL of water and another 1.6 mL of NH3.H2O were added dropwise. The mixture was stirred at 60˜80° C. overnight. The mixture was filtered and the filtrate was acidified to pH 4˜5 with HOAc. Extracted with EtOAc and the combined organic layers were washed with brine, dried over anhydrous Na2SO4 and concentrated to afford [... Starting materials: C1(CCCCCCCCCCC1)CCC(=O)OC (methyl 3-cyclododecylpropanoate), [OH-].[Na+] (sodium hydroxide). Run in O (water), CO (methanol). Reaction conditions: temperature 55 celsius. The product is C1(CCCCCCCCCCC1)CCC(=O)O (3-Cyclododecylpropanoic acid). Yield: 25.1%. RXN SMILES: [CH:1]1([CH2:13][CH2:14][C:15]([O:17]C)=[O:16])[CH2:12][CH2:11][CH2:10][CH2:9][CH2:8][CH2:7][CH2:6][CH2:5][CH2:4][CH2:3][CH2:2]1.[OH-].[Na+]>CO.O>[CH:1]1([CH2:13][CH2:14][C:15]([OH:17])=[O:16])[CH2:12][CH2:11][CH2:10][CH2:9][CH2:8][CH2:7][CH2:6][CH2:5][CH2:4][CH2:3][CH2:2]1 |f:1.2|. Reported procedure: To a solution of 7.6 g (30 mmol) of methyl 3-cyclododecylpropanoate in 100 ml of methanol is added 2.4 g of sodium hydroxide. The mixture is heated to 55° C. and is maintained for 4 hours. The reaction mixture is diluted with water and is extracted with hexane. The aqueous phase is acidified with 1N hydrochloric acid and is extracted (2 times) with ethyl ether. The combined ethereal extracts are washed with 1N hydrochloric acid and are dried over magnesium sulfate. Filtration and evaporation giv... Starting materials: CC(C)(C)NS(=O)(=O)c1cncc(Br)c1, Cn1cnc(C#N)c1. The reagents and catalysts are CC(C)(C)c1ccc(-c2ccc(C(C)(C)C)cc2)cc1 (4,4'-di-tert-butylbiphenyl), CC(C)(C)C(=O)[O-].[K+] (KOPiv), Cl[Pd]CC=C.C=CC[Pd]Cl ([Pd(allyl)Cl]2), CN(C)c1ccc(P(C2CCCCC2)C2CCCCC2)cc1 (A-caPhos). Run in CC(=O)N(C)C (DMA), CC(=O)N(C)C (DMA), CC(=O)N(C)C (DMA). Reaction conditions: temperature 120 celsius, time 24 hour. Yields the product Cn1cnc(C#N)c1-c1cncc(S(=O)(=O)NC(C)(C)C)c1. Yield: 70.5%. Isolated yield 41.2%. Yields the product C1CCCC(C1)C1(C(N(C2=C(C=N1)C=CC=C2)C)=O)NC(=O)NC2=CC(=CC=C2)C (N-[3(R,S)-5-Cyclohexyl-2,3-dihydro-1-methyl-2-oxo-1H-1,4-benzodiazepin-3-yl] N'-[3-methylphenyl]urea). Run at time 1.5 hour. Reported procedure: 5-Cyclohexyl-1,3-dihydro-1-methyl-3(R,S)-[(benzyloxycarbonyl)amino]-2H-1,4-benzodiazepin-2-one (0.34 g, 0.84 mmol) was dissolved in formic acid/methanol (50 ml of a 4.5% (v/v) solution), and added, over 5 min, to a stirred suspension of 10% palladium on carbon (100 mg, 30% (w/w)) in formic acid/methanol (10 ml of a 4.5% (v/v)) solution). After 45 min the catalyst was filtered off and washed sequentially with methanol and acetone. The flitrate was evaporated in vacuo and the residue partitioned b... The reagents and catalysts are [Pd] (palladium on carbon). Starting materials: C1(CCCCC1)C1=NC(C(N(C2=C1C=CC=C2)C)=O)NC(=O)OCC2=CC=CC=C2 (5-Cyclohexyl-1,3-dihydro-1-methyl-3(R,S)-[(benzyloxycarbonyl)amino]-2H-1,4-benzodiazepin-2-one), amine, C1(=CC(=CC=C1)N=C=O)C (m-tolylisocyanate). Reaction SMILES: C1([C:7]2[C:13]3[CH:14]=[CH:15][CH:16]=[CH:17][C:12]=3[N:11]([CH3:18])[C:10](=[O:19])[CH:9]([NH:20][C:21]([O:23]CC3C=CC=CC=3)=O)[N:8]=2)CCCCC1.[C:31]1([CH3:40])[CH:36]=[CH:35][CH:34]=[C:33]([N:37]=C=O)[CH:32]=1>C(O)=O.CO.[Pd].O1CCCC1>[CH2:12]1[CH2:17][CH:16]([C:9]2([NH:20][C:21]([NH:37][C:33]3[CH:34]=[CH:35][CH:36]=[C:31]([CH3:40])[CH:32]=3)=[O:23])[N:8]=[CH:7][C:13]3[CH:14]=[CH:15][CH:16]=[CH:17][C:12]=3[N:11]([CH3:18])[C:10]2=[O:19])[CH2:15][CH2:14][CH2:13]1 |f:2.3|. Solvent: C(=O)O.CO (formic acid methanol), C(=O)O.CO (formic acid methanol), O1CCCC1 (tetrahydrofuran).